Dataset: the Open Reaction Database (ORD), a public repository of structured organic reaction records. Task: describe an organic reaction: reactants, conditions, products, and yield The reactants are CCOC(=O)C1CN(C(=O)OCc2ccccc2)CC1=O, CON, Cl, c1ccncc1. Yields the product CCOC(=O)C1CN(C(=O)OCc2ccccc2)CC1=NOC. RXN SMILES: [CH2:1]([c:2]1[cH:3][cH:4][cH:5][cH:6][cH:7]1)[O:8][C:9](=[O:10])[N:11]1[CH2:12][C:13](=[O:21])[CH:14]([C:16](=[O:17])[O:18][CH2:19][CH3:20])[CH2:15]1.[CH3:23][O:24][NH2:25].[ClH:22].[cH:26]1[cH:27][cH:28][n:29][cH:30][cH:31]1>>[CH2:1]([c:2]1[cH:3][cH:4][cH:5][cH:6][cH:7]1)[O:8][C:9](=[O:10])[N:11]1[CH2:12][C:13](=[N:25][O:24][CH3:23])[CH:14]([C:16](=[O:17])[O:18][CH2:19][CH3:20])[CH2:15]1. Starting materials: COc1ccc(CN(Cc2ccc(OC)cc2)c2nc(C)nc(-c3cc(Cl)cnc3Nc3ccc(NC(=O)OC(C)(C)C)nc3)n2)cc1, Cc1ccccc1, ClCCl, O=C(O)C(F)(F)F. Product: COc1ccc(CN(Cc2ccc(OC)cc2)c2nc(C)nc(-c3cc(Cl)cnc3Nc3ccc(N)nc3)n2)cc1. As a reaction SMILES: [CH3:1][O:2][c:3]1[cH:4][cH:5][c:6]([CH2:7][N:8]([c:9]2[n:10][c:11](-[c:16]3[c:17]([NH:23][c:24]4[cH:25][cH:26][c:27]([NH:30][C:31](=[O:32])[O:33][C:34]([CH3:35])([CH3:36])[CH3:37])[n:28][cH:29]4)[n:18][cH:19][c:20]([Cl:22])[cH:21]3)[n:12][c:13]([CH3:15])[n:14]2)[CH2:38][c:39]2[cH:40][cH:41][c:42]([O:45][CH3:46])[cH:43][cH:44]2)[cH:47][cH:48]1.[CH3:56][c:57]1[cH:58][cH:59][cH:60][cH:61][cH:62]1.[Cl:63][CH2:64][Cl:65].[F:49][C:50]([F:51])([F:52])[C:53]([OH:54])=[O:55]>>[CH3:1][O:2][c:3]1[cH:4][cH:5][c:6]([CH2:7][N:8]([c:9]2[n:10][c:11](-[c:16]3[c:17]([NH:23][c:24]4[cH:25][cH:26][c:27]([NH2:30])[n:28][cH:29]4)[n:18][cH:19][c:20]([Cl:22])[cH:21]3)[n:12][c:13]([CH3:15])[n:14]2)[CH2:38][c:39]2[cH:40][cH:41][c:42]([O:45][CH3:46])[cH:43][cH:44]2)[cH:47][cH:48]1.